From a dataset of the Open Reaction Database (ORD), a public repository of structured organic reaction records. describe an organic reaction: reactants, conditions, products, and yield The reactants are [Al+3], O=C(Cl)c1ccccc1, COc1ccc(-c2cc3ccc(OC)cc3s2)cc1, [Cl-], [Cl-], [Cl-], ClCCCl, O. Yields the product COc1ccc(-c2sc3cc(OC)ccc3c2C(=O)c2ccccc2)cc1. As a reaction SMILES: [Al+3:34].[C:24]([c:25]1[cH:26][cH:27][cH:28][cH:29][cH:30]1)(=[O:31])[Cl:32].[CH3:5][O:6][c:7]1[cH:8][cH:9][c:10](-[c:13]2[s:14][c:15]3[c:16]([cH:17]2)[cH:18][cH:19][c:20]([O:22][CH3:23])[cH:21]3)[cH:11][cH:12]1.[Cl-:33].[Cl-:35].[Cl-:36].[Cl:1][CH2:2][CH2:3][Cl:4].[OH2:37]>>[CH3:5][O:6][c:7]1[cH:8][cH:9][c:10](-[c:13]2[s:14][c:15]3[c:16]([c:17]2[C:24]([c:25]2[cH:26][cH:27][cH:28][cH:29][cH:30]2)=[O:31])[cH:18][cH:19][c:20]([O:22][CH3:23])[cH:21]3)[cH:11][cH:12]1. The solvent is CN(C=O)C (dimethylformamide). RXN SMILES: [CH2:1]([O:3][C:4]([C:6]1[N:11]=[C:10]([I:12])[C:9]2[N:13]=[C:14]([C:16]3[CH:21]=[CH:20][CH:19]=[CH:18][CH:17]=3)[S:15][C:8]=2[C:7]=1[OH:22])=[O:5])[CH3:2].[CH2:23](Br)[C:24]1[CH:29]=[CH:28][CH:27]=[CH:26][CH:25]=1.C(=O)([O-])[O-].[K+].[K+]>CN(C)C=O>[CH2:1]([O:3][C:4]([C:6]1[N:11]=[C:10]([I:12])[C:9]2[N:13]=[C:14]([C:16]3[CH:21]=[CH:20][CH:19]=[CH:18][CH:17]=3)[S:15][C:8]=2[C:7]=1[O:22][CH2:23][C:24]1[CH:29]=[CH:28][CH:27]=[CH:26][CH:25]=1)=[O:5])[CH3:2] |f:2.3.4|. Isolated yield 91.9%. Reactants: C(C)OC(=O)C1=C(C2=C(C(=N1)I)N=C(S2)C2=CC=CC=C2)O (7-hydroxy-4-iodo-2-phenyl-thiazolo[4,5-c]pyridine-6-carboxylic acid ethyl ester), C(C1=CC=CC=C1)Br (benzyl bromide), C([O-])([O-])=O.[K+].[K+] (potassium carbonate). Procedure details: A mixture of 7-hydroxy-4-iodo-2-phenyl-thiazolo[4,5-c]pyridine-6-carboxylic acid ethyl ester (405 mg, 0.95 mmole), benzyl bromide (170 μl, 1.43 mmole), potassium carbonate (329 mg, 2.38 mmole) in dimethylformamide (5 ml) was stirred at room temperature for four hours before it was partitioned between ethyl acetate and water, washed with brine, dried over anhydrous sodium sulfate and concentrated in vacuo. The residue was purified by flash column chromatography on silica gel with a gradient of et... Conditions: time 4 hour. Product: C(C)OC(=O)C1=C(C2=C(C(=N1)I)N=C(S2)C2=CC=CC=C2)OCC2=CC=CC=C2 (7-Benzyloxy-4-iodo-2-phenyl-thiazolo[4,5-c]pyridine-6-carboxylic acid ethyl ester). The reactants are O=C1CCC(=O)N1Cl, COC1CCC2C3CCC4CC(O)CCC4(C)C3CCC12C. Yields the product COC1CCC2C3CCC4CC(Cl)CCC4(C)C3CCC12C. RXN SMILES: [Cl:23][N:24]1[C:25](=[O:26])[CH2:27][CH2:28][C:29]1=[O:30].[OH:1][CH:2]1[CH2:3][CH:4]2[CH2:5][CH2:6][CH:7]3[CH:8]4[CH2:9][CH2:10][CH:11]([O:21][CH3:22])[C:12]4([CH3:13])[CH2:14][CH2:15][CH:16]3[C:17]2([CH3:20])[CH2:18][CH2:19]1>>[CH:2]1([Cl:23])[CH2:3][CH:4]2[CH2:5][CH2:6][CH:7]3[CH:8]4[CH2:9][CH2:10][CH:11]([O:21][CH3:22])[C:12]4([CH3:13])[CH2:14][CH2:15][CH:16]3[C:17]2([CH3:20])[CH2:18][CH2:19]1. Starting materials: OC=1C(=C(C(=O)NC2=CC=C(C=C2)OC)C=CC1)[N+](=O)[O-] (3-Hydroxy-4′-methoxy-2-nitrobenzanilide), [H][H] (hydrogen). The reagents and catalysts are [C].[Pd] (palladium-carbon). The solvent is CO (methanol). The product is NC1=C(C(=O)NC2=CC=C(C=C2)OC)C=CC=C1O (2-amino-3-hydroxy-4′-methoxybenzanilide). Yield: 93.8%. RXN SMILES: [OH:1][C:2]1[C:3]([N+:19]([O-])=O)=[C:4]([CH:16]=[CH:17][CH:18]=1)[C:5]([NH:7][C:8]1[CH:13]=[CH:12][C:11]([O:14][CH3:15])=[CH:10][CH:9]=1)=[O:6].[H][H]>CO.[C].[Pd]>[NH2:19][C:3]1[C:2]([OH:1])=[CH:18][CH:17]=[CH:16][C:4]=1[C:5]([NH:7][C:8]1[CH:9]=[CH:10][C:11]([O:14][CH3:15])=[CH:12][CH:13]=1)=[O:6] |f:3.4|. Procedure details: 3-Hydroxy-4′-methoxy-2-nitrobenzanilide (1.15 g) was suspended in 50 ml of methanol, 300 mg of 10% palladium-carbon powder were added and the mixture was stirred in a hydrogen atmosphere at room temperature for 1 hour. The reaction solution was filtered through Celite and washed with methanol and the filtrate was concentrated in vacuo to give 966 mg of 2-amino-3-hydroxy-4′-methoxybenzanilide. Reactants: CC1(OCCO1)C1=CC=C(O1)CN1N=CC(=C1)N (1-[5-(2-methyl-[1,3]dioxolan-2-yl)-furan-2-ylmethyl]-1H-pyrazol-4-ylamine), COC=1C=C(C=CC1)C1=C(N=CO1)C(=O)O (5-(3-methoxy-phenyl)-oxazole-4-carboxylic acid). The product is C(C)(=O)C1=CC=C(O1)CN1N=CC(=C1)NC(=O)C=1N=COC1C1=CC(=CC=C1)OC (5-(3-Methoxy-phenyl)-oxazole-4-carboxylic acid [1-(5-acetyl-furan-2-ylmethyl)-1H-pyrazol-4-yl]-amide). RXN SMILES: [CH3:1][C:2]1([C:7]2[O:11][C:10]([CH2:12][N:13]3[CH:17]=[C:16]([NH2:18])[CH:15]=[N:14]3)=[CH:9][CH:8]=2)[O:6]CCO1.[CH3:19][O:20][C:21]1[CH:22]=[C:23]([C:27]2[O:31][CH:30]=[N:29][C:28]=2[C:32](O)=[O:33])[CH:24]=[CH:25][CH:26]=1>>[C:2]([C:7]1[O:11][C:10]([CH2:12][N:13]2[CH:17]=[C:16]([NH:18][C:32]([C:28]3[N:29]=[CH:30][O:31][C:27]=3[C:23]3[CH:24]=[CH:25][CH:26]=[C:21]([O:20][CH3:19])[CH:22]=3)=[O:33])[CH:15]=[N:14]2)=[CH:9][CH:8]=1)(=[O:6])[CH3:1]. Procedure details: Following general procedure B followed by either C or D, starting from 1-[5-(2-methyl-[1,3]dioxolan-2-yl)-furan-2-ylmethyl]-1H-pyrazol-4-ylamine and 5-(3-methoxy-phenyl)-oxazole-4-carboxylic acid. Starting materials: NCCC1=CC=C(C=C1)O (4-(2-amino-ethyl)-phenol), ClC1=C(C=CC(=C1)Cl)C=1C=C(NN1)C(=O)Cl (5-(2,4-dichlorophenyl)-2H-pyrazole-3-carboxylic acid chloride). Solvent: N1=CC=CC=C1 (pyridine). The product is OC1=CC=C(C=C1)CCNC(=O)C=1NN=C(C1)C1=C(C=C(C=C1)Cl)Cl (5-(2,4-Dichlorophenyl)-2H-pyrazole-3-carboxylic acid[2-(4-hydroxyphenyl)-ethyl]-amide). Yield: 70.6%. Reaction SMILES: [NH2:1][CH2:2][CH2:3][C:4]1[CH:9]=[CH:8][C:7]([OH:10])=[CH:6][CH:5]=1.[Cl:11][C:12]1[CH:17]=[C:16]([Cl:18])[CH:15]=[CH:14][C:13]=1[C:19]1[CH:20]=[C:21]([C:24](Cl)=[O:25])[NH:22][N:23]=1>N1C=CC=CC=1>[OH:10][C:7]1[CH:8]=[CH:9][C:4]([CH2:3][CH2:2][NH:1][C:24]([C:21]2[NH:22][N:23]=[C:19]([C:13]3[CH:14]=[CH:15][C:16]([Cl:18])=[CH:17][C:12]=3[Cl:11])[CH:20]=2)=[O:25])=[CH:5][CH:6]=1. Procedure: In pyridine (6 ml), 4-(2-amino-ethyl)-phenol (72 mg) was dissolved, and 5-(2,4-dichlorophenyl)-2H-pyrazole-3-carboxylic acid chloride (137 mg) was added thereto under an ice cooling while stirring. Thereafter, the mixture was stirred at a room temperature for 17 hours and then concentrated under a reduced pressure, and the concentrate was purified by silica gel column chromatography (5% methanol-chloroform) to give the title compound (132 mg, 70%). Starting materials: OCC(=O)C1=CC=CC=C1 (2-hydroxyacetophenone), CC(C(=O)NN)(C)C (trimethylacetic hydrazide). Yields the product C(C)(C)(C)C(=O)CC(=O)C1=CC=CC=C1 (2-(tert-butylcarbonyl)acetophenone). As a reaction SMILES: O[CH2:2][C:3]([C:5]1[CH:10]=[CH:9][CH:8]=[CH:7][CH:6]=1)=[O:4].[CH3:11][C:12]([CH3:18])([CH3:17])[C:13](NN)=[O:14]>>[C:12]([C:13]([CH2:2][C:3]([C:5]1[CH:6]=[CH:7][CH:8]=[CH:9][CH:10]=1)=[O:4])=[O:14])([CH3:18])([CH3:17])[CH3:11]. Procedure: The desired product is prepared as described in Example 1 using 2-hydroxyacetophenone (19.0 g, 140 mmol) and trimethylacetic hydrazide (10 g, 96 mmol). Yield: 5.0 g, 84%. m.p. 43°-45° C. 1H NMR (CDCl3), δ=1.25 (s, 9H, 3×CH3); 2.58 (s, 3H, CH3); 7.21 (d, 1H, ArH); 7.45-7.49 (m, 1H, ArH); 7.55-7.59 (m, 1H, ArH); 7.89 (d, 1H, ArH).